Dataset: the Open Reaction Database (ORD), a public repository of structured organic reaction records. Task: describe an organic reaction: reactants, conditions, products, and yield Reactants: Cc1ccc(C)n1C1C=CC(C(=O)O)(C(C)C)C1, CS(=O)(=O)Cl, FC(F)(F)c1cnc2c(c1)CNCC2. Product: Cc1ccc(C)n1C1C=CC(C(=O)N2CCc3ncc(C(F)(F)F)cc3C2)(C(C)C)C1. As a reaction SMILES: [CH3:15][c:16]1[n:17]([CH:22]2[CH:23]=[CH:24][C:25]([C:27](=[O:28])[OH:29])([CH:30]([CH3:31])[CH3:32])[CH2:26]2)[c:18]([CH3:21])[cH:19][cH:20]1.[CH3:33][S:34](=[O:35])(=[O:36])[Cl:37].[F:1][C:2]([c:3]1[cH:4][n:5][c:6]2[c:11]([cH:12]1)[CH2:10][NH:9][CH2:8][CH2:7]2)([F:13])[F:14]>>[F:1][C:2]([c:3]1[cH:4][n:5][c:6]2[c:11]([cH:12]1)[CH2:10][N:9]([C:27]([C:25]1([CH:30]([CH3:31])[CH3:32])[CH:24]=[CH:23][CH:22]([n:17]3[c:16]([CH3:15])[cH:20][cH:19][c:18]3[CH3:21])[CH2:26]1)=[O:28])[CH2:8][CH2:7]2)([F:13])[F:14]. Reported procedure: To a solution of 0.54 g (2 mmol) of 6-methoxy-2-(4-methoxyphenyl)benzo-[b]thiophene and 0.52 g (2.3 mmol) of 4-bromobenzoyl chloride in 20 mL of methylene chloride at 0° C. was added dropwise a solution of 0.3 ml (2.5 mmol) of tin (IV) chloride in 5 mL of methylene chloride. After stirring for 16 hours the solution was concentrated and the residue was washed with aqueous sodium bicarbonate and extracted 2 times with 40 mL of ethyl acetate. The organic layers were combined, dried (MgSO4) and conc... Conditions: time 16 hour. Yields the product BrC1=CC=C(C=C1)C(=O)C=1C2=C(SC1C1=CC=C(C=C1)OC)C=C(C=C2)OC (4-Bromophenyl-[6-methoxy-2-(4-methoxy-phenyl)benzo[b]thien-3-yl]methanone). The reactants are COC=1C=CC2=C(SC(=C2)C2=CC=C(C=C2)OC)C1 (6-methoxy-2-(4-methoxyphenyl)benzo-[b]thiophene), BrC1=CC=C(C(=O)Cl)C=C1 (4-bromobenzoyl chloride), [Sn](Cl)(Cl)(Cl)Cl (tin (IV) chloride). The yield is 71.7%. Reaction SMILES: [CH3:1][O:2][C:3]1[CH:4]=[CH:5][C:6]2[CH:10]=[C:9]([C:11]3[CH:16]=[CH:15][C:14]([O:17][CH3:18])=[CH:13][CH:12]=3)[S:8][C:7]=2[CH:19]=1.[Br:20][C:21]1[CH:29]=[CH:28][C:24]([C:25](Cl)=[O:26])=[CH:23][CH:22]=1.[Sn](Cl)(Cl)(Cl)Cl>C(Cl)Cl>[Br:20][C:21]1[CH:29]=[CH:28][C:24]([C:25]([C:10]2[C:6]3[CH:5]=[CH:4][C:3]([O:2][CH3:1])=[CH:19][C:7]=3[S:8][C:9]=2[C:11]2[CH:12]=[CH:13][C:14]([O:17][CH3:18])=[CH:15][CH:16]=2)=[O:26])=[CH:23][CH:22]=1. Solvent: C(Cl)Cl (methylene chloride), C(Cl)Cl (methylene chloride). RXN SMILES: [CH2:1]([CH3:2])[c:3]1[n:4][n:5][c:6](-[c:16]2[cH:17][cH:18][c:19]([N+:22]([O-:23])=[O:24])[cH:20][cH:21]2)[n:7]1-[c:8]1[cH:9][cH:10][c:11]([O:14][CH3:15])[cH:12][cH:13]1.[ClH:29].[H:25][H:26].[Pt:27]=[O:28]>>[CH2:1]([CH3:2])[c:3]1[n:4][n:5][c:6](-[c:16]2[cH:17][cH:18][c:19]([NH2:22])[cH:20][cH:21]2)[n:7]1-[c:8]1[cH:9][cH:10][c:11]([O:14][CH3:15])[cH:12][cH:13]1. The product is CCc1nnc(-c2ccc(N)cc2)n1-c1ccc(OC)cc1. The reactants are CCc1nnc(-c2ccc([N+](=O)[O-])cc2)n1-c1ccc(OC)cc1, Cl, [H][H], O=[Pt]. Reactants: C=CCCCCCC (1-octene), O=O (oxygen). The reagents and catalysts are O (water), C(CC)O (n-propanol), Fe(NO3)3, C=CCCCCCC (1-octene), Cl[Pd]Cl (PdCl2). Run at time 6 hour. Product: C(CCCCC)C(=O)C (Methyl hexyl ketone). RXN SMILES: [CH2:1]=[CH:2][CH2:3][CH2:4][CH2:5][CH2:6][CH2:7][CH3:8].[O:9]=O>C=CCCCCCC.C(O)CC.O.Cl[Pd]Cl>[CH2:6]([C:7]([CH3:8])=[O:9])[CH2:5][CH2:4][CH2:3][CH2:2][CH3:1]. Reported procedure: The autoclave described above was charged with 17 g of ME containing 1-octene as compound to be oxidized and having the following composition (in % by weight including catalyst): 54% of 1-octene, 7.7% of Igepal, 1.9% of Triton 100, 19.2% of n-propanol, 10.7% of water and 0.8% of PdCl2 /5.7% of Fe(NO3)3 as catalyst. The oxidation was carried out for 6 hours at 50° C. and 1 bar using pure oxygen. Methyl hexyl ketone was obtained as product. The selectivity was 54% at a conversion of 14%. Reactants: N1(CCCC1)CCCOC1=CC=C(C=C1)C1(CCOCC1)C=O (4-[4-(3-pyrrolidin-1-ylpropoxy)phenyl]tetrahydro-2H-pyran-4-carbaldehyde), CC1=CC=C(C=C1)S(=O)(=O)C[N+]#[C-] (TosMIC), [C-]#N.[Na+] (NaCN). Run in CCO (EtOH). Reaction conditions: time 2 hour. Yields the product N1(CCCC1)CCCOC1=CC=C(C=C1)C1(CCOCC1)C1C(N=CO1)S(=O)(=O)C1=CC=C(C=C1)C (5-{4-[4-(3-Pyrrolidin-1-yl-propoxy)-phenyl]-tetrahydro-pyran-4-yl}-4-(toluene-4-sulfonyl)-4,5-dihydro-oxazole). The yield is 61.0%. RXN SMILES: [N:1]1([CH2:6][CH2:7][CH2:8][O:9][C:10]2[CH:15]=[CH:14][C:13]([C:16]3([CH:22]=[O:23])[CH2:21][CH2:20][O:19][CH2:18][CH2:17]3)=[CH:12][CH:11]=2)[CH2:5][CH2:4][CH2:3][CH2:2]1.[CH3:24][C:25]1[CH:30]=[CH:29][C:28]([S:31]([CH2:34][N+:35]#[C-:36])(=[O:33])=[O:32])=[CH:27][CH:26]=1.[C-]#N.[Na+]>CCO>[N:1]1([CH2:6][CH2:7][CH2:8][O:9][C:10]2[CH:15]=[CH:14][C:13]([C:16]3([CH:22]4[O:23][CH:36]=[N:35][CH:34]4[S:31]([C:28]4[CH:29]=[CH:30][C:25]([CH3:24])=[CH:26][CH:27]=4)(=[O:33])=[O:32])[CH2:17][CH2:18][O:19][CH2:20][CH2:21]3)=[CH:12][CH:11]=2)[CH2:5][CH2:4][CH2:3][CH2:2]1 |f:2.3|. Procedure details: 4-[4-(3-pyrrolidin-1-ylpropoxy)phenyl]tetrahydro-2H-pyran-4-carbaldehyde (500 mg, 1.6 mmol) and TosMIC (340 mg, 1.7 mmol) were dissolved in EtOH (20 ml), to which NaCN (12 mg, 0.25 mmol) was added. The solution immediately turned pale yellow and was allowed to stir for 2 hours at room temperature. The solvent was removed in vacuo and the residue was taken up in DCM (10 ml) and washed with saturated sodium bicarbonate solution (15 ml), followed by brine (15 ml). The organic layer was dried over N... Reactants: BrC1=NN(C=N1)C1=CC=C(C=C1)NC1=NC=CC(=N1)C1=CC(=CC=C1)N1CCOCC1 (N-(4-(3-bromo-1H-1,2,4-triazol-1-yl)phenyl)-4-(3-morpholinophenyl)pyrimidin-2-amine), C(CCC)[Sn](C=C)(CCCC)CCCC (tributyl(vinyl)stannane), C1(=CC=CC=C1)C (toluene). Reagents/catalysts: C=1C=CC(=CC1)[P](C=2C=CC=CC2)(C=3C=CC=CC3)[Pd]([P](C=4C=CC=CC4)(C=5C=CC=CC5)C=6C=CC=CC6)([P](C=7C=CC=CC7)(C=8C=CC=CC8)C=9C=CC=CC9)[P](C=1C=CC=CC1)(C=1C=CC=CC1)C=1C=CC=CC1 (Pd(PPh3)4). The solvent is CN(C)C=O (DMF). Conditions: temperature 120 celsius. Yields the product O1CCN(CC1)C=1C=C(C=CC1)C1=NC(=NC=C1)NC1=CC=C(C=C1)N1N=C(N=C1)C=C (4-(3-Morpholinophenyl)-N-(4-(3-vinyl-1H-1,2,4-triazol-1-yl)phenyl)pyrimidin-2-amine). RXN SMILES: Br[C:2]1[N:6]=[CH:5][N:4]([C:7]2[CH:12]=[CH:11][C:10]([NH:13][C:14]3[N:19]=[C:18]([C:20]4[CH:25]=[CH:24][CH:23]=[C:22]([N:26]5[CH2:31][CH2:30][O:29][CH2:28][CH2:27]5)[CH:21]=4)[CH:17]=[CH:16][N:15]=3)=[CH:9][CH:8]=2)[N:3]=1.[CH2:32]([Sn](CCCC)(CCCC)C=C)[CH2:33]CC.C1(C)C=CC=CC=1>C1C=CC([P]([Pd]([P](C2C=CC=CC=2)(C2C=CC=CC=2)C2C=CC=CC=2)([P](C2C=CC=CC=2)(C2C=CC=CC=2)C2C=CC=CC=2)[P](C2C=CC=CC=2)(C2C=CC=CC=2)C2C=CC=CC=2)(C2C=CC=CC=2)C2C=CC=CC=2)=CC=1.CN(C=O)C>[O:29]1[CH2:30][CH2:31][N:26]([C:22]2[CH:21]=[C:20]([C:18]3[CH:17]=[CH:16][N:15]=[C:14]([NH:13][C:10]4[CH:11]=[CH:12][C:7]([N:4]5[CH:5]=[N:6][C:2]([CH:32]=[CH2:33])=[N:3]5)=[CH:8][CH:9]=4)[N:19]=3)[CH:25]=[CH:24][CH:23]=2)[CH2:27][CH2:28]1 |^1:57,59,78,97|. Procedure details: A mixture of N-(4-(3-bromo-1H-1,2,4-triazol-1-yl)phenyl)-4-(3-morpholinophenyl)pyrimidin-2-amine (0.024 g, 0.05 mmol), tributyl(vinyl)stannane (0.032 g, 0.10 mmol), Pd(PPh3)4 (0.012 g, 0.01 mmol), toluene (0.4 mL) and DMF (0.1 mL) was heated in a sealed tube at 120° C. with microwave irradiation for 1 h. The reaction mixture was cooled down to room temperature. Purification of this material by column chromatography on silica gel (40% EtOAc/hexane) provided the desired product as a white solid. 1... Reactants: FC(C=1N=C(SC1)C(=O)N)(F)F (4-trifluoromethyl-thiazole-2-carboxylic acid amide), N1=CC=CC=C1 (pyridine), CN(C)C=O (DMF), solution, C(C(=O)Cl)(=O)Cl (oxalyl chloride), C(Cl)Cl (DCM). The solvent is C(C)#N (acetonitrile), C(C)#N (acetonitrile), CCOC(=O)C (EtOAc). Conditions: temperature 0 celsius, time 30 minute. The product is FC(C=1N=C(SC1)C#N)(F)F (4-trifluoromethyl-thiazole-2-carbonitrile). The yield is 87.0%. RXN SMILES: CN(C=O)C.C(Cl)(=O)C(Cl)=O.C(Cl)Cl.[F:15][C:16]([F:26])([F:25])[C:17]1[N:18]=[C:19]([C:22]([NH2:24])=O)[S:20][CH:21]=1.N1C=CC=CC=1>C(#N)C.CCOC(C)=O>[F:26][C:16]([F:15])([F:25])[C:17]1[N:18]=[C:19]([C:22]#[N:24])[S:20][CH:21]=1. Procedure details: To a solution of anhydrous DMF (18.5 mL, 1.3 eq.) in acetonitrile (460 mL) was added a 2M solution of oxalyl chloride in DCM (118 mL, 1.3 eq.) dropwise at 0° C. After the mixture was stirred for 30 min at 0° C., a solution of compound 285a (35.5 g, 1.0 eq.) and pyridine (14.5 mL, 1.0 eq.) in acetonitrile (180 mL) was added. The reaction mixture was stirred at room temperature for 3 hrs. The mixture was concentrated in vacuo. The residue obtained was dissolved in EtOAc (400 mL) and washed with H2... Starting materials: N1=C(C=CC=C1)COC1=NC=C(C=C1)NC(OC1=CC=CC=C1)=O (Phenyl N-[2-(pyridin-2-ylmethyloxy)pyridin-5-yl]carbamate), FC(C=1C=C2CCNC2=CC1)(F)F (5-Trifluoromethylindoline). Solvent: CN(C=O)C (dimethylformamide). Run at temperature 100 celsius. Product: N1=C(C=CC=C1)COC1=NC=C(C=C1)NC(=O)N1CCC2=CC(=CC=C12)C(F)(F)F (1-[2-(Pyridin-2-ylmethyloxy)pyridin-5-ylcarbamoyl]-5trifluoromethylindoline). Yield: 31.1%. As a reaction SMILES: [N:1]1[CH:6]=[CH:5][CH:4]=[CH:3][C:2]=1[CH2:7][O:8][C:9]1[CH:14]=[CH:13][C:12]([NH:15][C:16](=[O:24])OC2C=CC=CC=2)=[CH:11][N:10]=1.[F:25][C:26]([F:37])([F:36])[C:27]1[CH:28]=[C:29]2[C:33](=[CH:34][CH:35]=1)[NH:32][CH2:31][CH2:30]2>CN(C)C=O>[N:1]1[CH:6]=[CH:5][CH:4]=[CH:3][C:2]=1[CH2:7][O:8][C:9]1[CH:14]=[CH:13][C:12]([NH:15][C:16]([N:32]2[C:33]3[C:29](=[CH:28][C:27]([C:26]([F:25])([F:36])[F:37])=[CH:35][CH:34]=3)[CH2:30][CH2:31]2)=[O:24])=[CH:11][N:10]=1. Procedure details: Phenyl N-[2-(pyridin-2-ylmethyloxy)pyridin-5-yl] carbamate (D3, 0.20 g, 0.62 mmol) in dry dimethylformamide (10 ml) was treated with 5-trifluoromethylindoline (D6, 0.12 g, 0.62 mmol) and heated at 100° C. for 1 hour. After cooling to ambient temperature, the solvent was removed in vacuo. The residue was dissolved in dichloromethane, washed with 10% aqueous sodium hydroxide solution, dried (Na2SO4) and evaporated in vacuo. The resulting oil was chromatographed on silica gel eluting with 2% methan... Reactants: CC(C)(C)OC(=O)N1CCCC1CN1CCOCC1C(=O)Nc1cc(Cl)cc2c1[nH]c1cnccc12, CO, Cl. Yields the product Cl, O=C(Nc1cc(Cl)cc2c1[nH]c1cnccc12)C1COCCN1CC1CCCN1. As a reaction SMILES: [C:1]([O:2][C:3](=[O:4])[N:8]1[CH:9]([CH2:13][N:14]2[CH:15]([C:20]([NH:21][c:22]3[cH:23][c:24]([Cl:35])[cH:25][c:26]4[c:27]5[cH:28][cH:29][n:30][cH:31][c:32]5[nH:33][c:34]34)=[O:36])[CH2:16][O:17][CH2:18][CH2:19]2)[CH2:10][CH2:11][CH2:12]1)([CH3:5])([CH3:6])[CH3:7].[CH3:38][OH:39].[ClH:37]>>[ClH:37].[NH:8]1[CH:9]([CH2:13][N:14]2[CH:15]([C:20]([NH:21][c:22]3[cH:23][c:24]([Cl:35])[cH:25][c:26]4[c:27]5[cH:28][cH:29][n:30][cH:31][c:32]5[nH:33][c:34]34)=[O:36])[CH2:16][O:17][CH2:18][CH2:19]2)[CH2:10][CH2:11][CH2:12]1. Reactants: [Sn](Cl)Cl (Tin (II) chloride), [N+](=O)([O-])C=1C=C(C=CC1)C(NC(C)C1=CC=C(C=C1)OC(C)=O)C1=CC=C(C=C1)OC (N-[(3-nitrophenyl)-(4-methoxyphenyl)methyl]-N-[1-(4-acetoxyphenyl)ethyl]amine), C(C)(=O)OCC (ethyl acetate), C(O)([O-])=O.[Na+] (sodium hydrogencarbonate). The solvent is C(C)O (ethanol). Yields the product COC1=CC=C(C=C1)C(C=1C=C(C=CC1)N)NC(C)C1=CC=C(C=C1)OC(C)=O (3-{(4-Methoxyphenyl)-[1-(4-acetoxyphenyl)ethylamino]methyl}phenylamine). Yield: 91.5%. RXN SMILES: [Sn](Cl)Cl.[N+:4]([C:7]1[CH:8]=[C:9]([CH:13]([C:27]2[CH:32]=[CH:31][C:30]([O:33][CH3:34])=[CH:29][CH:28]=2)[NH:14][CH:15]([C:17]2[CH:22]=[CH:21][C:20]([O:23][C:24](=[O:26])[CH3:25])=[CH:19][CH:18]=2)[CH3:16])[CH:10]=[CH:11][CH:12]=1)([O-])=O.C(OCC)(=O)C.C(=O)([O-])O.[Na+]>C(O)C>[CH3:34][O:33][C:30]1[CH:31]=[CH:32][C:27]([CH:13]([NH:14][CH:15]([C:17]2[CH:18]=[CH:19][C:20]([O:23][C:24](=[O:26])[CH3:25])=[CH:21][CH:22]=2)[CH3:16])[C:9]2[CH:8]=[C:7]([NH2:4])[CH:12]=[CH:11][CH:10]=2)=[CH:28][CH:29]=1 |f:3.4|. Procedure details: Tin (II) chloride (451 mg) was added to a solution of N-[(3-nitrophenyl)-(4-methoxyphenyl)methyl]-N-[1-(4-acetoxyphenyl)ethyl]amine (200 mg) [prepared as described in step (a) above] in ethanol (10 ml). The mixture was heated under reflux for 1 hour. At the end of this time, ethyl acetate and a saturated aqueous solution of sodium hydrogencarbonate were added to the reaction mixture. The insoluble material was removed by filtration. The filtrate was separated and the aqueous layer was extracted ...